Dataset: the Open Reaction Database (ORD), a public repository of structured organic reaction records. Task: describe an organic reaction: reactants, conditions, products, and yield Reactants: 14.5, FC=1C=C(C=CC1)CC(=O)NC1=C(C=C(C=C1)C(C(C)C)N1C=NC=C1)[N+](=O)[O-] (3-fluoro-N-[4-[1-(1H-imidazol-1-yl)-2-methylpropyl]-2-nitrophenyl]benzeneacetamide), [OH-].[K+] (potassium hydroxide), S(O)(O)(=O)=O (sulfuric acid). Run in N1=CC=CC=C1 (pyridine). Product: FC=1C=C(C=CC1)C=1C(NC2=CC=C(C=C2N1)C(C(C)C)N1C=NC=C1)=O (3-(3-fluorophenyl)-6-[1-(1H-imidazol-1-yl)-2-methylpropyl]-2(1H)-quinoxalinone), oxide. The yield is 67.6%. As a reaction SMILES: [F:1][C:2]1[CH:3]=[C:4]([CH2:8][C:9]([NH:11][C:12]2[CH:17]=[CH:16][C:15]([CH:18]([N:22]3[CH:26]=[CH:25][N:24]=[CH:23]3)[CH:19]([CH3:21])[CH3:20])=[CH:14][C:13]=2[N+:27]([O-])=O)=[O:10])[CH:5]=[CH:6][CH:7]=1.[OH-].[K+].S(=O)(=O)(O)O>N1C=CC=CC=1>[F:1][C:2]1[CH:3]=[C:4]([C:8]2[C:9](=[O:10])[NH:11][C:12]3[C:13]([N:27]=2)=[CH:14][C:15]([CH:18]([N:22]2[CH:26]=[CH:25][N:24]=[CH:23]2)[CH:19]([CH3:21])[CH3:20])=[CH:16][CH:17]=3)[CH:5]=[CH:6][CH:7]=1 |f:1.2|. Reported procedure: A solution of 14.5 parts of 3-fluoro-N-[4-[1-(1H-imidazol-1-yl)-2-methylpropyl]-2-nitrophenyl]benzeneacetamide in 49 parts of pyridine and 10 parts of a potassium hydroxide solution 20% was stirred for 1 hour at 85° C. The reaction mixture was poured into crushed ice and neutralized with a sulfuric acid solution 2N. After evaporation, the residue was purified by column chromatography over silica gel using a mixture of dichloromethane, methanol and ammonium hydroxide (95:5:0.5 by volume) as eluen... Reactants: ClCCl, CN(C)c1ccccn1, CO, ClC(Cl)Cl, COC(=O)Cl, COC(=O)c1ccc(N)cc1, c1ccncc1. Yields the product COC(=O)Nc1ccc(C(=O)OC)cc1. RXN SMILES: [CH2:32]([Cl:33])[Cl:34].[CH3:18][N:19]([c:20]1[cH:21][cH:22][cH:23][cH:24][n:25]1)[CH3:26].[CH3:35][OH:36].[CH:37]([Cl:38])([Cl:39])[Cl:40].[Cl:27][C:28](=[O:29])[O:30][CH3:31].[NH2:1][c:2]1[cH:3][cH:4][c:5]([C:6](=[O:7])[O:8][CH3:9])[cH:10][cH:11]1.[cH:12]1[cH:13][cH:14][n:15][cH:16][cH:17]1>>[NH:1]([c:2]1[cH:3][cH:4][c:5]([C:6](=[O:7])[O:8][CH3:9])[cH:10][cH:11]1)[C:28](=[O:29])[O:30][CH3:31]. Starting materials: FC(C)(F)C1=CC=C(O1)CN1N=C(C=C1)N (1-[5-(1,1-difluoro-ethyl)-furan-2-ylmethyl]-1H-pyrazol-3-ylamine), FC1=C(C=CC=C1C(F)(F)F)/C=C/C(=O)O ((E)-3-(2-fluoro-3-trifluoromethyl-phenyl)-acrylic acid), 05b. Yields the product FC(C)(F)C1=CC=C(O1)CN1N=C(C=C1)NC(\C=C\C1=C(C(=CC=C1)C(F)(F)F)F)=O ((E)-N-{1-[5-(1,1-Difluoro-ethyl)-furan-2-ylmethyl]-1H-pyrazol-3-yl}-3-(2-fluoro-3-trifluoromethyl-phenyl)-acrylamide). As a reaction SMILES: [F:1][C:2]([C:5]1[O:9][C:8]([CH2:10][N:11]2[CH:15]=[CH:14][C:13]([NH2:16])=[N:12]2)=[CH:7][CH:6]=1)([F:4])[CH3:3].[F:17][C:18]1[C:23]([C:24]([F:27])([F:26])[F:25])=[CH:22][CH:21]=[CH:20][C:19]=1/[CH:28]=[CH:29]/[C:30](O)=[O:31]>>[F:4][C:2]([C:5]1[O:9][C:8]([CH2:10][N:11]2[CH:15]=[CH:14][C:13]([NH:16][C:30](=[O:31])/[CH:29]=[CH:28]/[C:19]3[CH:20]=[CH:21][CH:22]=[C:23]([C:24]([F:26])([F:25])[F:27])[C:18]=3[F:17])=[N:12]2)=[CH:7][CH:6]=1)([F:1])[CH3:3]. Procedure: Following general procedure B, starting from 1-[5-(1,1-difluoro-ethyl)-furan-2-ylmethyl]-1H-pyrazol-3-ylamine and (E)-3-(2-fluoro-3-trifluoromethyl-phenyl)-acrylic acid. LC-MS-conditions 05b: tR=1.16 min; [M+H]+=443.98.